From a dataset of the Open Reaction Database (ORD), a public repository of structured organic reaction records. describe an organic reaction: reactants, conditions, products, and yield Starting materials: O=C([O-])O, Cc1ccccc1, CCO, N#Cc1nn(-c2c(Cl)cc(C(F)(F)F)cc2Cl)c(N)c1I, [Na+], O, c1ccc(P(c2ccccc2)(c2ccccc2)[Pd](P(c2ccccc2)(c2ccccc2)c2ccccc2)(P(c2ccccc2)(c2ccccc2)c2ccccc2)P(c2ccccc2)(c2ccccc2)c2ccccc2)cc1, OB(O)c1ccoc1. The product is N#Cc1nn(-c2c(Cl)cc(C(F)(F)F)cc2Cl)c(N)c1-c1ccoc1. RXN SMILES: [C:22](=[O:23])([O-:24])[OH:25].[CH3:36][c:37]1[cH:38][cH:39][cH:40][cH:41][cH:42]1.[CH3:43][CH2:44][OH:45].[NH2:1][c:2]1[c:3]([I:21])[c:4]([C:19]#[N:20])[n:5][n:6]1-[c:7]1[c:8]([Cl:18])[cH:9][c:10]([C:14]([F:15])([F:16])[F:17])[cH:11][c:12]1[Cl:13].[Na+:26].[OH2:35].[cH:46]1[cH:47][cH:48][c:49]([P:50]([Pd:51]([P:52]([c:53]2[cH:54][cH:55][cH:56][cH:57][cH:58]2)([c:59]2[cH:60][cH:61][cH:62][cH:63][cH:64]2)[c:65]2[cH:66][cH:67][cH:68][cH:69][cH:70]2)([P:71]([c:72]2[cH:73][cH:74][cH:75][cH:76][cH:77]2)([c:78]2[cH:79][cH:80][cH:81][cH:82][cH:83]2)[c:84]2[cH:85][cH:86][cH:87][cH:88][cH:89]2)[P:90]([c:91]2[cH:92][cH:93][cH:94][cH:95][cH:96]2)([c:97]2[cH:98][cH:99][cH:100][cH:101][cH:102]2)[c:103]2[cH:104][cH:105][cH:106][cH:107][cH:108]2)([c:109]2[cH:110][cH:111][cH:112][cH:113][cH:114]2)[c:115]2[cH:116][cH:117][cH:118][cH:119][cH:120]2)[cH:121][cH:122]1.[o:27]1[cH:28][c:29]([B:32]([OH:33])[OH:34])[cH:30][cH:31]1>>[NH2:1][c:2]1[c:3](-[c:29]2[cH:28][o:27][cH:31][cH:30]2)[c:4]([C:19]#[N:20])[n:5][n:6]1-[c:7]1[c:8]([Cl:18])[cH:9][c:10]([C:14]([F:15])([F:16])[F:17])[cH:11][c:12]1[Cl:13]. The reactants are CO, O=C(O)c1cc(F)cc(F)c1[N+](=O)[O-], [H][H]. Yields the product Nc1c(F)cc(F)cc1C(=O)O. As a reaction SMILES: [CH3:17][OH:18].[F:1][c:2]1[c:3]([N+:12]([O-:13])=[O:14])[c:4]([C:5](=[O:6])[OH:7])[cH:8][c:9]([F:11])[cH:10]1.[H:15][H:16]>>[F:1][c:2]1[c:3]([NH2:12])[c:4]([C:5](=[O:6])[OH:7])[cH:8][c:9]([F:11])[cH:10]1.